Dataset: the Open Reaction Database (ORD), a public repository of structured organic reaction records. Task: describe an organic reaction: reactants, conditions, products, and yield Starting materials: C(C)(C)N(C(CCl)=O)CC(OCC)OCC (N-Isopropyl-N-(2,2-diethoxyethyl)-α-chloroacetamide), C([O-])([O-])=O.[Na+].[Na+] (sodium carbonate), butandiol-1,4, C=1(C(=CC=CC1)S(=O)(=O)O)C (toluenesulfonic acid). Solvent: C(C)O (ethanol). The product is C(C)(C)N(C(CCl)=O)CC1OCCCCO1 (N-isopropyl-N-(1,3-dioxepan-2-ylmethyl)-α-chloroacetamide). As a reaction SMILES: [CH:1]([N:4]([CH2:9][CH:10]([O:14][CH2:15][CH3:16])[O:11][CH2:12][CH3:13])[C:5](=[O:8])[CH2:6][Cl:7])([CH3:3])[CH3:2].C1(C)C(S(O)(=O)=O)=CC=CC=1.C(=O)([O-])[O-].[Na+].[Na+]>C(O)C>[CH:1]([N:4]([CH2:9][CH:10]1[O:11][CH2:12][CH2:13][CH2:16][CH2:15][O:14]1)[C:5](=[O:8])[CH2:6][Cl:7])([CH3:2])[CH3:3] |f:2.3.4|. Procedure details: N-Isopropyl-N-(2,2-diethoxyethyl)-α-chloroacetamide (10 grams), butandiol-1,4 (3.52 ml) and trace amounts of toluenesulfonic acid were charged into a glass reaction vessel equipped with a mechanical stirrer, thermometer and reflux condenser. The reaction mixture was heated until no more ethanol was given off. After this time sodium carbonate (1 gram) was added to the mixture with stirring and the resulting mixture was distilled to yield the desired product N-isopropyl-N-(1,3-dioxepan-2-ylmethyl)... The reactants are C1(=CC=CC=C1)P(C1=CC=CC=C1)C1=CC=CC=C1 (triphenylphosphine), C(Cl)(Cl)(Cl)Cl (carbon tetrachloride), C(CCCCCCC)C1CC2=CC=C(C=C2C1)C(N)=O (2-octyl-5-carbamoylindan). Solvent: C1CCOC1 (THF). Product: C(CCCCCCC)C1CC2=CC=C(C=C2C1)C#N (2-octyl-5-cyanoindan). The yield is 99.8%. As a reaction SMILES: C1(P(C2C=CC=CC=2)C2C=CC=CC=2)C=CC=CC=1.C(Cl)(Cl)(Cl)Cl.[CH2:25]([CH:33]1[CH2:41][C:40]2[C:35](=[CH:36][CH:37]=[C:38]([C:42](=O)[NH2:43])[CH:39]=2)[CH2:34]1)[CH2:26][CH2:27][CH2:28][CH2:29][CH2:30][CH2:31][CH3:32]>C1COCC1>[CH2:25]([CH:33]1[CH2:41][C:40]2[C:35](=[CH:36][CH:37]=[C:38]([C:42]#[N:43])[CH:39]=2)[CH2:34]1)[CH2:26][CH2:27][CH2:28][CH2:29][CH2:30][CH2:31][CH3:32]. Procedure details: Subsequently, 8.71 g (33.2 mM) of triphenylphosphine, 25 ml of carbon tetrachloride and 15 ml of THF were placed in 200 ml-three necked flask. Under stirring at room temperature, 4.55 g (16.6 mM) of the above-prepared 2-octyl-5-carbamoylindan was gradually added to the above mixture, followed by washing with 10 ml, of THF and stirring for 3 hours at 45°-50.4° C. to precipitate a crystal. After the reaction, the crystal was removed from the reaction mixture by filtration and the filtrate was evap... Reactants: C(CC)(=O)[O-].[Ca+2].C(CC)(=O)[O-] (calcium propionate), C(\C=C\C=C\C)(=O)[O-].[K+] (potassium sorbate). Solvent: O (water), O (water). Yields the product C(\C=C\C=C\C)(=O)[O-].C(CC)(=O)[O-].[Ca+2] (calcium propionate sorbate). Isolated yield 90.0%. Reaction SMILES: [C:1]([O-:5])(=[O:4])[CH2:2][CH3:3].[Ca+2:6].C([O-])(=O)CC.[C:12]([O-:19])(=[O:18])/[CH:13]=[CH:14]/[CH:15]=[CH:16]/[CH3:17].[K+]>O>[C:12]([O-:19])(=[O:18])/[CH:13]=[CH:14]/[CH:15]=[CH:16]/[CH3:17].[C:1]([O-:5])(=[O:4])[CH2:2][CH3:3].[Ca+2:6] |f:0.1.2,3.4,6.7.8|. Procedure details: 186 g (1 mol) of calcium propionate are dissolved in 500 ml of water. To this solution are added, at 25° C., a solution of 56 g (0.37 mol) of potassium sorbate in 60 ml of water. During addition a precipitate forms which is filtered off after 2 min. The precipitate is dried to constant weight at 150 mbar and 50° C. 90% pure calcium propionate sorbate is obtained as a white powder in 75% yield.